From a dataset of the Open Reaction Database (ORD), a public repository of structured organic reaction records. describe an organic reaction: reactants, conditions, products, and yield The reactants are CC#N, CCc1nc(CCl)co1, c1ccc(P(c2ccccc2)c2ccccc2)cc1. Product: CCc1nc(C[P+](c2ccccc2)(c2ccccc2)c2ccccc2)co1, [Cl-]. Reaction SMILES: [CH3:29][C:30]#[N:31].[Cl:1][CH2:2][c:3]1[n:4][c:5]([CH2:8][CH3:9])[o:6][cH:7]1.[c:10]1([P:16]([c:17]2[cH:18][cH:19][cH:20][cH:21][cH:22]2)[c:23]2[cH:24][cH:25][cH:26][cH:27][cH:28]2)[cH:11][cH:12][cH:13][cH:14][cH:15]1>>[CH2:2]([c:3]1[n:4][c:5]([CH2:8][CH3:9])[o:6][cH:7]1)[P+:16]([c:10]1[cH:11][cH:12][cH:13][cH:14][cH:15]1)([c:17]1[cH:18][cH:19][cH:20][cH:21][cH:22]1)[c:23]1[cH:24][cH:25][cH:26][cH:27][cH:28]1.[Cl-:1]. The reactants are N[C@H]1C[C@H](CC1)C(=O)O ((1S,3R)-3-aminocyclopentane-1-carboxylic acid), CO (MeOH), S(=O)(Cl)Cl (Thionyl chloride), acetone ice. Reaction conditions: time 1 hour. Yields the product Cl.N[C@H]1C[C@H](CC1)C(=O)OC (Methyl(1S,3R)-3-aminocyclopentane-1-carboxylate Hydrochloride Salt). RXN SMILES: [NH2:1][C@@H:2]1[CH2:6][CH2:5][C@H:4]([C:7]([OH:9])=[O:8])[CH2:3]1.S(Cl)([Cl:12])=O.[CH3:14]O>>[ClH:12].[NH2:1][C@@H:2]1[CH2:6][CH2:5][C@H:4]([C:7]([O:9][CH3:14])=[O:8])[CH2:3]1 |f:3.4|. Procedure details: (1S,3R)-3-aminocyclopentane-1-carboxylic acid (Acros; 952 mg, 7.37 mmol) was suspended in MeOH (15 ml) and cooled in an acetone/ice bath. Thionyl chloride (1.11 mL, 14.74 mmol) was added dropwise and the resulting pale yellow solution stirred in the acetone/ice bath for 30 minutes and then allowed to warm to room temperature, stirred at room temperature for 1 hr then heated at reflux for 1 hr. Solvents were evaporated to give the title compound as a cream solid after drying under high vacuum. (1...